From a dataset of the Open Reaction Database (ORD), a public repository of structured organic reaction records. describe an organic reaction: reactants, conditions, products, and yield Yields the product FC(C1=CC=2N3C4=C(C=CC=C4SC2C=C1)C(NC3=O)=O)(F)F (10-Trifluoromethyl-1H-pyrimido[5,4,3-kl]phenothiazine-1,3-(2H)-dione). Procedure: A stirred suspension of 53.6 g. (0.146 mol.) of 1-methylmercapto-10-trifluoromethyl-3H-pyrimido[5,4,3-kl]phenothiazine-3-one in 240 ml. of concentrated hydrochloric acid and 800 ml. of ethanol was heated under reflux for four hours. The reaction mixture was concentrated to approximately one-half its original volume by boiling off the excess solvents and chilled. The product was collected by filtration and washed thoroughly with water to give the title compound, m.p. 278°-280° (ethanol). Reaction SMILES: CS[C:3]1[N:18]2[C:19]3[C:10]([S:11][C:12]4[CH:13]=[CH:14][C:15]([C:20]([F:23])([F:22])[F:21])=[CH:16][C:17]=42)=[CH:9][CH:8]=[CH:7][C:6]=3[C:5](=[O:24])[N:4]=1.Cl.C([OH:28])C>>[F:21][C:20]([F:23])([F:22])[C:15]1[CH:14]=[CH:13][C:12]2[S:11][C:10]3[C:19]4=[C:6]([C:5](=[O:24])[NH:4][C:3](=[O:28])[N:18]4[C:17]=2[CH:16]=1)[CH:7]=[CH:8][CH:9]=3. The reactants are CSC1=NC(C=2C=CC=C3SC=4C=CC(=CC4N1C23)C(F)(F)F)=O (1-methylmercapto-10-trifluoromethyl-3H-pyrimido[5,4,3-kl]phenothiazine-3-one), Cl (hydrochloric acid), C(C)O (ethanol). Starting materials: C1OC2[C@]3(C)[C@@H](CC2OC1)[C@@H]1CCC=2C=C(C=CC2[C@H]1[C@H](C3)O)O (17-ethylenedioxyestra-1,3,5(10) trien-3,11β-diol), C([O-])([O-])=O.[K+].[K+] (potassium carbonate), O (water). Solvent: CO (methanol), CI (methyl iodide). Yields the product C1OC2[C@]3(C)[C@@H](CC2OC1)[C@@H]1CCC=2C=C(C=CC2[C@H]1[C@H](C3)O)OC (17-ethylenedioxy-11β-hydroxy-3-methoxyestra-1,3,5(10)-triene). As a reaction SMILES: [CH2:1]1[CH2:10][O:9][CH:8]2[CH:3]([C@:4]3([CH2:22][C@H:21]([OH:23])[C@H:20]4[C@@H:11]([CH2:12][CH2:13][C:14]5[CH:15]=[C:16]([OH:24])[CH:17]=[CH:18][C:19]=54)[C@@H:6]3[CH2:7]2)[CH3:5])[O:2]1.[C:25](=O)([O-])[O-].[K+].[K+].O>CO.CI>[CH2:1]1[CH2:10][O:9][CH:8]2[CH:3]([C@:4]3([CH2:22][C@H:21]([OH:23])[C@H:20]4[C@@H:11]([CH2:12][CH2:13][C:14]5[CH:15]=[C:16]([O:24][CH3:25])[CH:17]=[CH:18][C:19]=54)[C@@H:6]3[CH2:7]2)[CH3:5])[O:2]1 |f:1.2.3|. Procedure details: A mixture of 15 g of 17-ethylenedioxyestra-1,3,5(10) trien-3,11β-diol and 30 g of anhydrous potassium carbonate in 75 ml of methanol and 60 ml of methyl iodide is stirred and heated under reflux for 3 hours. The mixture is then cooled and diluted by the addition of 200 ml of water. The methanol and methyl iodide are removed by distillation under reduced pressure and the aqueous residue is extracted twice with methylene chloride. The combined organic extracts are washed with saturated sodium chlo... As a reaction SMILES: [CH2:1]([NH:3][CH2:4][CH3:5])[CH3:2].C[Al](C)C.C(O[C:13]([C:15]1[CH:19]=[CH:18][NH:17][C:16]=1[CH3:20])=[O:14])C.Cl>C1(C)C=CC=CC=1.CCCCCC>[CH2:1]([N:3]([CH2:4][CH3:5])[C:13]([C:15]1[CH:19]=[CH:18][NH:17][C:16]=1[CH3:20])=[O:14])[CH3:2]. Procedure details: To a solution of 1.6 ml of diethylamine in 30 ml of toluene was added 7.5 ml of 2M trimethylaluminum in hexane, and the mixture stirred for 20 minutes. To this mixture was added 1.53 g of 2-methylpyrrole-3-carboxylic acid ethyl ester, and the reaction mixture refluxed overnight. The mixture was cooled, acidified with aqueous 2N hydrochloric acid and extracted twice with ethyl acetate and three times with methylene chloride. Solvent was removed from the combined extracts under reduced pressure, a... Starting materials: C(C)NCC (diethylamine), C[Al](C)C (trimethylaluminum), Cl (hydrochloric acid), C(C)OC(=O)C1=C(NC=C1)C (2-methylpyrrole-3-carboxylic acid ethyl ester). Conditions: time 20 minute. The solvent is C1(=CC=CC=C1)C (toluene), CCCCCC (hexane). Product: C(C)N(C(=O)C1=C(NC=C1)C)CC (2-methylpyrrole-3-carboxylic acid diethylamide). Starting materials: C1CO1 (ethylene oxide), C(C)C1(C(C2(C(N(C(N2)=O)CCCCCCCC)=O)CC(N1)(C)CC)C)C (7,9-diethyl-6,7,9-trimethyl-3-octyl-1,3,8-triazaspiro[4.5]decane-2,4-dione), C(C)C1(C(C2(C(N(C(N2)=O)CCCCCCCC)=O)CC(N1)(C)CC)C)C (7,9-diethyl-6,7,9-trimethyl-3-octyl-1,3,8-triazaspiro[4.5]decane-2,4-dione). Reagents/catalysts: Cl (hydrochloric acid). The solvent is CO (methanol). Reaction conditions: temperature 110 celsius. The product is C(C)C1(C(C2(C(N(C(N2)=O)CCCCCCCC)=O)CC(N1CCO)(C)CC)C)C (7,9-diethyl-8-(2-hydroxyethyl)-6,7,9-trimethyl-3-octyl-1,3,8-triazaspiro[4.5]decane-2,4-dione). Isolated yield 97.1%. Reaction SMILES: [CH2:1]([C:3]1([CH3:27])[NH:22][C:21]([CH2:24][CH3:25])([CH3:23])[CH2:20][C:5]2([NH:9][C:8](=[O:10])[N:7]([CH2:11][CH2:12][CH2:13][CH2:14][CH2:15][CH2:16][CH2:17][CH3:18])[C:6]2=[O:19])[CH:4]1[CH3:26])[CH3:2].[CH2:28]1[O:30][CH2:29]1>CO.Cl>[CH2:1]([C:3]1([CH3:27])[N:22]([CH2:28][CH2:29][OH:30])[C:21]([CH2:24][CH3:25])([CH3:23])[CH2:20][C:5]2([NH:9][C:8](=[O:10])[N:7]([CH2:11][CH2:12][CH2:13][CH2:14][CH2:15][CH2:16][CH2:17][CH3:18])[C:6]2=[O:19])[CH:4]1[CH3:26])[CH3:2]. Procedure details: To a solution of 6.0 g of 7,9-diethyl-6,7,9-trimethyl-3-octyl-1,3,8-triazaspiro[4.5]decane-2,4-dione (Compound 5) obtained as described in Example 4, in 40 ml of methanol were added 3 drops of concentrated hydrochloric acid and 3.5 g of ethylene oxide. The mixture was heated at 110° C for 24 hours in a sealed tube and then concentrated to give 6.5 g of Compound 118 as an oil. This product had an Rf value of 0.33 on thin layer chromatography on a 0.25 mm thick layer of silica gel (Kieselgel 60F 2... The reactants are ClC1=CC=C(C=C1)[C@]1(C(CNCC1)(C)C)O ((R)-4-(4-chlorophenyl)-3,3-dimethylpiperidin-4-ol), C([C@@H](O)[C@H](O)C(=O)O)(=O)O (D-(−)-Tartaric Acid). The solvent is Cl (hydrochloric acid). Run at temperature 0 celsius. Yields the product ClC1=CC=C(C=C1)C=1C(CNCC1)(C)C (4-(4-Chlorophenyl)-3,3-dimethyl-1,2,3,6-tetrahydropyridine). Isolated yield 98.0%. RXN SMILES: [Cl:1][C:2]1[CH:7]=[CH:6][C:5]([C@:8]2(O)[CH2:13][CH2:12][NH:11][CH2:10][C:9]2([CH3:15])[CH3:14])=[CH:4][CH:3]=1.C(O)(=O)[C@H]([C@@H](C(O)=O)O)O>Cl>[Cl:1][C:2]1[CH:7]=[CH:6][C:5]([C:8]2[C:9]([CH3:15])([CH3:14])[CH2:10][NH:11][CH2:12][CH:13]=2)=[CH:4][CH:3]=1. Reported procedure: A suspension of (R)-4-(4-chlorophenyl)-3,3-dimethylpiperidin-4-ol, D-(−)-Tartaric Acid (6.2 g, 15.90 mmol) in concentrated hydrochloric acid (150 mL) was refluxed for 27 hours, during which time a clear solution was observed. The solution was cooled to 0° C., which caused a white solid to precipitate, and the pH was adjusted to ˜13 with the slow, careful addition of solid sodium hydroxide. The aqueous was extracted with EtOAc (3×300 mL), the combined organic layers were washed with 1N NaOH (3×10...